describe an organic reaction: reactants, conditions, products, and yield From a dataset of the Open Reaction Database (ORD), a public repository of structured organic reaction records. Starting materials: C(C)(=O)OCC (ethyl acetate), COC(=O)[C@H]1N(CCC1)C([C@H](C(C)(C)SC(C)C)NC(=O)OCC)=O (1-[2-(R)-ethoxycarbonylamino-3-isopropylsulfanyl-3-methyl-butyryl-]-pyrrolidine-2-(S)-carboxylic acid methyl ester), [Li+].[OH-] (LiOH), OS(=O)(=O)[O-].[K+] (KHSO4). The solvent is O (water), CO (methanol), O (water). Reaction conditions: time 16 hour. The product is C(C)OC(=O)N[C@H](C(=O)N1[C@@H](CCC1)C(=O)O)C(C)(C)SC(C)C (1-[2-(R)-Ethoxycarbonylamino-3-isopropylsulfanyl-3-methyl-butyryl]-pyrrolidine-2-(S)-carboxylic acid). Yield: 78.5%. RXN SMILES: C[O:2][C:3]([C@@H:5]1[CH2:9][CH2:8][CH2:7][N:6]1[C:10](=[O:25])[C@@H:11]([NH:19][C:20]([O:22][CH2:23][CH3:24])=[O:21])[C:12]([S:15][CH:16]([CH3:18])[CH3:17])([CH3:14])[CH3:13])=[O:4].[Li+].[OH-].OS([O-])(=O)=O.[K+].C(OCC)(=O)C>CO.O>[CH2:23]([O:22][C:20]([NH:19][C@@H:11]([C:12]([S:15][CH:16]([CH3:17])[CH3:18])([CH3:13])[CH3:14])[C:10]([N:6]1[CH2:7][CH2:8][CH2:9][C@H:5]1[C:3]([OH:4])=[O:2])=[O:25])=[O:21])[CH3:24] |f:1.2,3.4|. Procedure: A mixture of 1-[2-(R)-ethoxycarbonylamino-3-isopropylsulfanyl-3-methyl-butyryl-]-pyrrolidine-2-(S)-carboxylic acid methyl ester (0.45 g) and 0.06 g of LiOH in 6 mL of methanol and 1 mL of water was stirred for 16 h at ambient temperature. KHSO4 was added, the volatiles were pumped off followed by addition of water, extraction with ethyl acetate and concentration of the organic layer to give 0.34 g (79%) of the title compound as a colorless oil. (+)-APCI-MS: 361 (MH+). Starting materials: FC1=CC=C(C(=O)Cl)C=C1 (4-Fluorobenzoyl chloride), C(Cl)Cl (CH2Cl2), C=O (paraformaldehyde). The reagents and catalysts are [Cl-].[Cl-].[Cl-].[Cl-].[Zr+4] (zirconium tetrachloride). Reaction conditions: temperature 0 celsius, time 15 minute. Product: FC1=CC=C(C(=O)OCCl)C=C1 (chloromethyl 4-fluorobenzoate). As a reaction SMILES: [F:1][C:2]1[CH:10]=[CH:9][C:5]([C:6](Cl)=[O:7])=[CH:4][CH:3]=1.C=[O:12].[CH2:13]([Cl:15])Cl>[Cl-].[Cl-].[Cl-].[Cl-].[Zr+4]>[F:1][C:2]1[CH:10]=[CH:9][C:5]([C:6]([O:12][CH2:13][Cl:15])=[O:7])=[CH:4][CH:3]=1 |f:3.4.5.6.7|. Reported procedure: (Mudryk, B. et al., Tetrahedron Lett. 2002, 43, 6317-6318) 4-Fluorobenzoyl chloride (3.0 g, 18.9 mmol) was added to a stirred suspension of zirconium tetrachloride (4.0 g, 17.01 mmol) in dry CH2Cl2 (40 mL) at room temperature. After 15 min, the reaction mixture was cooled to 0° C. and paraformaldehyde (0.68 g, 22.7 mmol) was added. The slurry was stirred at 0-25° C. for 2 h and the solvent was removed under vacuum. Water (50 mL) was added slowly and the mixture was agitated for 10 min. The aqueo... Reactants: [Al+3], CCOCC, COc1cc(C=Cc2ccc(SC(=O)N(C)C)cc2)cc(OC)c1, [H-], [H-], [H-], [H-], [Li+], O. The product is COc1cc(C=Cc2ccc(S)cc2)cc(OC)c1. RXN SMILES: [Al+3:26].[CH2:32]([O:33][CH2:34][CH3:35])[CH3:36].[CH3:1][N:2]([CH3:3])[C:23]([S:4][c:5]1[cH:6][cH:7][c:8]([CH:11]=[CH:12][c:13]2[cH:14][c:15]([O:21][CH3:22])[cH:16][c:17]([O:19][CH3:20])[cH:18]2)[cH:9][cH:10]1)=[O:24].[H-:25].[H-:28].[H-:29].[H-:30].[Li+:27].[OH2:31]>>[SH:4][c:5]1[cH:6][cH:7][c:8]([CH:11]=[CH:12][c:13]2[cH:14][c:15]([O:21][CH3:22])[cH:16][c:17]([O:19][CH3:20])[cH:18]2)[cH:9][cH:10]1. Starting materials: C(CCCCCCCCC=C)O (10-undecene-1-ol), CC1=CC=C(C=C1)S(=O)(=O)Cl (4-methylbenzene sulfonyl chloride). Yields the product CC1=CC=C(C=C1)S(=O)(=O)OC=CCCCCCCCCC (1-methyl 4-undecenyloxy sulfonyl benzene). As a reaction SMILES: [CH2:1]([OH:12])[CH2:2][CH2:3][CH2:4][CH2:5][CH2:6][CH2:7][CH2:8][CH2:9][CH:10]=[CH2:11].[CH3:13][C:14]1[CH:19]=[CH:18][C:17]([S:20](Cl)(=[O:22])=[O:21])=[CH:16][CH:15]=1>>[CH3:13][C:14]1[CH:19]=[CH:18][C:17]([S:20]([O:12][CH:1]=[CH:2][CH2:3][CH2:4][CH2:5][CH2:6][CH2:7][CH2:8][CH2:9][CH2:10][CH3:11])(=[O:22])=[O:21])=[CH:16][CH:15]=1. Procedure details: 10-undecene-1-ol was reacted with 4-methylbenzene sulfonyl chloride to produce 1-methyl 4-undecenyloxy sulfonyl benzene; Reactants: FC1=CC(=C(C(=O)N(C)OC)C=C1)NC1=CC=CC=C1 (4-fluoro-N-methoxy-N-methyl-2-phenylamino-benzamide), phenethyl-MgBr, C1CCOC1 (THF). Run at temperature 0 celsius, time 30 minute. Product: FC1=CC(=C(C=C1)C(CCC1=CC=CC=C1)=O)NC1=CC=CC=C1 (1-(4-fluoro-2-phenylamino-phenyl)-3-phenyl-propan-1-one). RXN SMILES: [F:1][C:2]1[CH:13]=[CH:12][C:5]([C:6](N(OC)C)=[O:7])=[C:4]([NH:14][C:15]2[CH:20]=[CH:19][CH:18]=[CH:17][CH:16]=2)[CH:3]=1.[CH2:21]1[CH2:25]O[CH2:23][CH2:22]1>>[F:1][C:2]1[CH:13]=[CH:12][C:5]([C:6](=[O:7])[CH2:23][CH2:22][C:21]2[CH:25]=[CH:4][CH:3]=[CH:2][CH:13]=2)=[C:4]([NH:14][C:15]2[CH:20]=[CH:19][CH:18]=[CH:17][CH:16]=2)[CH:3]=1. Procedure details: To a 0° C. solution of 4-fluoro-N-methoxy-N-methyl-2-phenylamino-benzamide (10 g) in THF (80 mL) was slowly added phenethyl-MgBr (91.2 mL, 1 M in THF), and the mixture stirred at 0° C. for 30 min, followed by 1 h at RT. The reaction mixture was then quenched with NH4Cl (sat'd aq), extracted with EtOAc, and chromatographed (0-40% EtOAc/DCM) to provide 1-(4-fluoro-2-phenylamino-phenyl)-3-phenyl-propan-1-one (11.34 g) as a yellow solid. Reagents/catalysts: C=1C=CC(=CC1)/C=C/C(=O)/C=C/C2=CC=CC=C2.C=1C=CC(=CC1)/C=C/C(=O)/C=C/C2=CC=CC=C2.C=1C=CC(=CC1)/C=C/C(=O)/C=C/C2=CC=CC=C2.[Pd].[Pd] (Pd2(dba)3), C=1C=CC(=CC1)/C=C/C(=O)/C=C/C2=CC=CC=C2.C=1C=CC(=CC1)/C=C/C(=O)/C=C/C2=CC=CC=C2.C=1C=CC(=CC1)/C=C/C(=O)/C=C/C2=CC=CC=C2.[Pd].[Pd] (Pd2(dba)3). Run at temperature 120 celsius, time 2 hour. Procedure details: X-Phos (0.96 g, 2.01 mmol, 0.3 eq.), Pd2(dba)3 (0.615 g, 0.672 mmol, 0.1 eq.), Cs2CO3 (4.38 g, 13.44 mmol, 2 eq.) were combined and flushed 10 min with Argon. To this mixture, a solution of (S)-3-(5,6,7,8-tetrahydro-pyrido[4,3-d]pyrimidin-4-yloxy)-pyrrolidine-1-carboxylic acid tert-butyl ester (intermediate 7) (2.15 g, 6.72 mmol) in dioxane (6 mL) and 5-bromo-2-methoxy-3-methylpyridine (1.76 g, 8.73 mmol) were added at rt and the reaction mixture was stirred at 120° C. for 2 h. The reaction was ... The yield is 69.1%. Solvent: CC(C)(C)OC.CO (TBME MeOH), CC(C)(C)OC (TBME), O1CCOCC1 (dioxane). The reactants are CC(C)C1=CC(=C(C(=C1)C(C)C)C2=C(C=CC=C2)P(C3CCCCC3)C4CCCCC4)C(C)C (X-Phos), C(=O)([O-])[O-].[Cs+].[Cs+] (Cs2CO3), C(C)(C)(C)OC(=O)N1C[C@H](CC1)OC=1C2=C(N=CN1)CCNC2 ((S)-3-(5,6,7,8-tetrahydro-pyrido[4,3-d]pyrimidin-4-yloxy)-pyrrolidine-1-carboxylic acid tert-butyl ester), C(C)(C)(C)OC(=O)N1C[C@H](CC1)OC=1C2=C(N=CN1)CCNC2 ((S)-3-(5,6,7,8-tetrahydro-pyrido[4,3-d]pyrimidin-4-yloxy)-pyrrolidine-1-carboxylic acid tert-butyl ester), BrC=1C=C(C(=NC1)OC)C (5-bromo-2-methoxy-3-methylpyridine), BrC=1C=C(C(=NC1)OC)C (5-bromo-2-methoxy-3-methylpyridine), CC(C)C1=CC(=C(C(=C1)C(C)C)C2=C(C=CC=C2)P(C3CCCCC3)C4CCCCC4)C(C)C (X-Phos), C(=O)([O-])[O-].[Cs+].[Cs+] (Cs2CO3). Yields the product C(C)(C)(C)OC(=O)N1C[C@H](CC1)OC=1C2=C(N=CN1)CCN(C2)C=2C=NC(=C(C2)C)OC ((S)-3-[6-(6-methoxy-5-methyl-pyridin-3-yl)-5,6,7,8-tetrahydro-pyrido[4,3-d]pyrimidin-4-yloxy]-pyrrolidine-1-carboxylic acid tert-butyl ester). RXN SMILES: CC(C1C=C(C(C)C)C(C2C=CC=CC=2P(C2CCCCC2)C2CCCCC2)=C(C(C)C)C=1)C.C([O-])([O-])=O.[Cs+].[Cs+].[C:41]([O:45][C:46]([N:48]1[CH2:52][CH2:51][C@H:50]([O:53][C:54]2[C:55]3[CH2:63][NH:62][CH2:61][CH2:60][C:56]=3[N:57]=[CH:58][N:59]=2)[CH2:49]1)=[O:47])([CH3:44])([CH3:43])[CH3:42].Br[C:65]1[CH:66]=[C:67]([CH3:73])[C:68]([O:71][CH3:72])=[N:69][CH:70]=1>O1CCOCC1.C1C=CC(/C=C/C(/C=C/C2C=CC=CC=2)=O)=CC=1.C1C=CC(/C=C/C(/C=C/C2C=CC=CC=2)=O)=CC=1.C1C=CC(/C=C/C(/C=C/C2C=CC=CC=2)=O)=CC=1.[Pd].[Pd].CC(OC)(C)C.CO.CC(OC)(C)C>[C:41]([O:45][C:46]([N:48]1[CH2:52][CH2:51][C@H:50]([O:53][C:54]2[C:55]3[CH2:63][N:62]([C:65]4[CH:70]=[N:69][C:68]([O:71][CH3:72])=[C:67]([CH3:73])[CH:66]=4)[CH2:61][CH2:60][C:56]=3[N:57]=[CH:58][N:59]=2)[CH2:49]1)=[O:47])([CH3:44])([CH3:42])[CH3:43] |f:1.2.3,7.8.9.10.11,12.13|.